describe an organic reaction: reactants, conditions, products, and yield From a dataset of the Open Reaction Database (ORD), a public repository of structured organic reaction records. Reactants: ClC1=C(N)C(=CC(=C1)F)F (2-chloro-4,6 difluoro aniline), CC(C)([O-])C.[Na+] (sodium tert-butoxide), ClC1=NC2=CC=NC=C2C2=C1C=CN=C2OCC (6-chloro-10-ethoxypyrido[4,3-c]-1,6-naphthyridine), ClC1=NC2=CC=NC=C2C2=C1C=CN=C2Cl (6,10-dichloropyrido[4,3-c]-1,6-naphthyridine). Run in C1CCOC1 (THF). Reaction conditions: temperature 85 celsius. Yields the product ClC1=C(C(=CC(=C1)F)F)NC1=NC2=CC=NC=C2C2=C1C=CN=C2OCC (N-(2-chloro-4,6-difluorophenyl)-10-ethoxypyrido[4,3-c]-1,6-naphthyridin-6-amine), ClC1=NC=CC=2C(=NC3=CC=NC=C3C21)NC2=C(C=C(C=C2F)F)Cl (10-chloro-N-(2-chloro-4,6-difluorophenyl)pyrido[4,3-c]-1,6-naphthyridin-6-amine). Reaction SMILES: Cl[C:2]1[C:11]2[CH:12]=[CH:13][N:14]=[C:15]([O:16][CH2:17][CH3:18])[C:10]=2[C:9]2[C:4](=[CH:5][CH:6]=[N:7][CH:8]=2)[N:3]=1.Cl[C:20]1[C:29]2[CH:30]=[CH:31][N:32]=[C:33]([Cl:34])[C:28]=2[C:27]2[C:22](=[CH:23][CH:24]=[N:25][CH:26]=2)[N:21]=1.[Cl:35][C:36]1[CH:42]=[C:41]([F:43])[CH:40]=[C:39]([F:44])[C:37]=1[NH2:38].CC(C)([O-])C.[Na+]>C1COCC1>[Cl:35][C:36]1[CH:42]=[C:41]([F:43])[CH:40]=[C:39]([F:44])[C:37]=1[NH:38][C:2]1[C:11]2[CH:12]=[CH:13][N:14]=[C:15]([O:16][CH2:17][CH3:18])[C:10]=2[C:9]2[C:4](=[CH:5][CH:6]=[N:7][CH:8]=2)[N:3]=1.[Cl:34][C:33]1[C:28]2[C:27]3[C:22](=[CH:23][CH:24]=[N:25][CH:26]=3)[N:21]=[C:20]([NH:38][C:37]3[C:39]([F:44])=[CH:40][C:41]([F:43])=[CH:42][C:36]=3[Cl:35])[C:29]=2[CH:30]=[CH:31][N:32]=1 |f:3.4|. Procedure: To a solution of 1.5:1 mixture of 6-chloro-10-ethoxypyrido[4,3-c]-1,6-naphthyridine and 6,10-dichloropyrido[4,3-c]-1,6-naphthyridine (1.5 g) in THF (25 mL) was added 2-chloro-4,6 difluoro aniline (945 mg, 5.78 mmol) and sodium tert-butoxide (1.65 g, 17 mmol). The solution was heated to 85° C. for 40 min then cooled to room temperature and extracted with EtOAc and brine. The organic layers were dried with MgSO4, filtered, and concentrated under reduced pressure. The crude residue was purified on ... Run at temperature 110 celsius, time 60 hour. Reaction SMILES: [F:1][C:2]1([CH2:18]OS(C)(=O)=O)[CH2:7][CH2:6][N:5]([C:8]([O:10][CH2:11][C:12]2[CH:17]=[CH:16][CH:15]=[CH:14][CH:13]=2)=[O:9])[CH2:4][CH2:3]1.[N-:24]=[N+:25]=[N-:26].[Na+]>CN(C=O)C>[N:24]([CH2:18][C:2]1([F:1])[CH2:7][CH2:6][N:5]([C:8]([O:10][CH2:11][C:12]2[CH:17]=[CH:16][CH:15]=[CH:14][CH:13]=2)=[O:9])[CH2:4][CH2:3]1)=[N+:25]=[N-:26] |f:1.2|. Yields the product N(=[N+]=[N-])CC1(CCN(CC1)C(=O)OCC1=CC=CC=C1)F (benzyl 4-(azidomethyl)-4-fluoropiperidine-1-carboxylate). Solvent: CN(C)C=O (DMF). Procedure: To a solution of benzyl 4-fluoro-4-{[(methylsulfonyl)oxy]methyl}piperidine-1-carboxylate (1.3 g, 3.7 mmol) in DMF (10 mL) at RT was added NaN3 (2.4 g, 37.0 mmol). The reaction mixture was heated to 110° C. and stirred for 60 h, cooled and partitioned between EtOAc and H2O. The organic layer was dried over Na2SO4, filtered, concentrated and purified on silica gel (10:1 to 1:2 hexanes:EtOAc) to give benzyl 4-(azidomethyl)-4-fluoropiperidine-1-carboxylate. The reactants are FC1(CCN(CC1)C(=O)OCC1=CC=CC=C1)COS(=O)(=O)C (benzyl 4-fluoro-4-{[(methylsulfonyl)oxy]methyl}piperidine-1-carboxylate), [N-]=[N+]=[N-].[Na+] (NaN3). Starting materials: CC(=O)OC(c1ncn(C(c2ccccc2)(c2ccccc2)c2ccccc2)c1C)C1CCc2cc3ccccc3n2C1=O, Cc1ccccc1, C1CCC2=NCCCN2CC1. The product is Cc1c(C=C2CCc3cc4ccccc4n3C2=O)ncn1C(c1ccccc1)(c1ccccc1)c1ccccc1. As a reaction SMILES: [C:1]([O:2][CH:5]([CH:6]1[CH2:7][CH2:8][c:9]2[n:10]([c:11]3[cH:12][cH:13][cH:14][cH:15][c:16]3[cH:17]2)[C:18]1=[O:19])[c:20]1[n:21][cH:22][n:23]([C:26]([c:27]2[cH:28][cH:29][cH:30][cH:31][cH:32]2)([c:33]2[cH:34][cH:35][cH:36][cH:37][cH:38]2)[c:39]2[cH:40][cH:41][cH:42][cH:43][cH:44]2)[c:24]1[CH3:25])(=[O:3])[CH3:4].[CH3:56][c:57]1[cH:58][cH:59][cH:60][cH:61][cH:62]1.[N:45]12[CH2:46][CH2:47][CH2:48][N:49]=[C:50]1[CH2:51][CH2:52][CH2:53][CH2:54][CH2:55]2>>[CH:5](=[C:6]1[CH2:7][CH2:8][c:9]2[n:10]([c:11]3[cH:12][cH:13][cH:14][cH:15][c:16]3[cH:17]2)[C:18]1=[O:19])[c:20]1[n:21][cH:22][n:23]([C:26]([c:27]2[cH:28][cH:29][cH:30][cH:31][cH:32]2)([c:33]2[cH:34][cH:35][cH:36][cH:37][cH:38]2)[c:39]2[cH:40][cH:41][cH:42][cH:43][cH:44]2)[c:24]1[CH3:25]. The reactants are CO, O=C(O)c1cccnc1C(=O)c1cccc(C(F)(F)F)c1, NNc1ccc(C(F)(F)F)cc1, Cc1ccc(S(=O)(=O)O)cc1. Product: O=C(c1cccc(C(F)(F)F)c1)c1ncccc1C(O)=NNc1ccc(C(F)(F)F)cc1. As a reaction SMILES: [CH3:45][OH:46].[F:1][C:2]([c:3]1[cH:4][c:5]([C:6](=[O:7])[c:8]2[c:9]([C:10](=[O:11])[OH:12])[cH:13][cH:14][cH:15][n:16]2)[cH:17][cH:18][cH:19]1)([F:20])[F:21].[F:22][C:23]([c:24]1[cH:25][cH:26][c:27]([NH:30][NH2:31])[cH:28][cH:29]1)([F:32])[F:33].[c:34]1([CH3:35])[cH:36][cH:37][c:38]([S:39]([OH:40])(=[O:41])=[O:42])[cH:43][cH:44]1>>[F:1][C:2]([c:3]1[cH:4][c:5]([C:6](=[O:7])[c:8]2[c:9]([C:10]([OH:12])=[N:31][NH:30][c:27]3[cH:26][cH:25][c:24]([C:23]([F:22])([F:32])[F:33])[cH:29][cH:28]3)[cH:13][cH:14][cH:15][n:16]2)[cH:17][cH:18][cH:19]1)([F:20])[F:21]. The reactants are FC(C(=O)OC(C(F)(F)F)=O)(F)F (trifluoroacetic anhydride), FC(C(=O)OC(C(F)(F)F)=O)(F)F (trifluoroacetic anhydride), C1(CC1)NC(\C=C\CCC)=O (Trans-N-cyclopropyl-2-hexenamide), OO.NC(=O)N (urea hydrogen peroxide). Solvent: C(Cl)Cl (CH2Cl2). Reaction conditions: temperature 35 celsius, time 2 hour. The product is crude product, C1(CC1)NC(=O)C1OC1CCC (N-cyclopropyl-3-propyloxirane-2-carboxamide). Reaction SMILES: [CH:1]1([NH:4][C:5](=[O:11])/[CH:6]=[CH:7]/[CH2:8][CH2:9][CH3:10])[CH2:3][CH2:2]1.OO.NC(N)=[O:16].FC(F)(F)C(OC(=O)C(F)(F)F)=O>C(Cl)Cl>[CH:1]1([NH:4][C:5]([CH:6]2[CH:7]([CH2:8][CH2:9][CH3:10])[O:16]2)=[O:11])[CH2:3][CH2:2]1 |f:1.2|. Reported procedure: To a three-neck 250 mL round bottom flask equipped with mechanical stirrer and containing compound 37 (10.0 g, 65.3 mmol) and urea hydrogen peroxide (UHP) (25.0 g, 4.0 eq.) in CH2Cl2 (100 mL, 10 vol) at 0° C., was added trifluoroacetic anhydride (41.1 g, 27.2 mL, 3.0 eq.). The reaction mixture was heated to 35±5° C. and stirred for 2 hours. After cooling the reaction mixture down to room temperature, another aliquot of trifluoroacetic anhydride (13.7 g, 9.0 mL, 1.0 eq.) was added. The reaction m... Starting materials: C(C)(C)(C)C=1OC(=C(N1)CCl)C (2-tert-butyl-4-chloromethyl-5-methyl-oxazole), C([O-])([O-])=O.[Cs+].[Cs+] (cesium carbonate), [I-].[K+] (potassium iodide), COC([C@H](CC1=C(C=C(C=C1)O)CC)OCC)=O ((2S)-2-ethoxy-3-(2-ethyl-4-hydroxy-phenyl)-propionic acid methyl ester). Product: COC([C@H](CC1=C(C=C(C=C1)OCC=1N=C(OC1C)C(C)(C)C)CC)OCC)=O ((S)-3-[4-(2-tert-butyl-5-methyl-oxazol-4-ylmethoxy)-2-ethyl-phenyl]-2-ethoxy-propionic acid methyl ester). RXN SMILES: [CH3:1][O:2][C:3](=[O:18])[C@@H:4]([O:15][CH2:16][CH3:17])[CH2:5][C:6]1[CH:11]=[CH:10][C:9]([OH:12])=[CH:8][C:7]=1[CH2:13][CH3:14].[C:19]([C:23]1[O:24][C:25]([CH3:30])=[C:26]([CH2:28]Cl)[N:27]=1)([CH3:22])([CH3:21])[CH3:20].C(=O)([O-])[O-].[Cs+].[Cs+].[I-].[K+]>>[CH3:1][O:2][C:3](=[O:18])[C@@H:4]([O:15][CH2:16][CH3:17])[CH2:5][C:6]1[CH:11]=[CH:10][C:9]([O:12][CH2:28][C:26]2[N:27]=[C:23]([C:19]([CH3:22])([CH3:21])[CH3:20])[O:24][C:25]=2[CH3:30])=[CH:8][C:7]=1[CH2:13][CH3:14] |f:2.3.4,5.6|. Procedure: In analogy to the procedure described in example 46 c], (2S)-2-ethoxy-3-(2-ethyl-4-hydroxy-phenyl)-propionic acid methyl ester was reacted with 2-tert-butyl-4-chloromethyl-5-methyl-oxazole (example 1, step b]) in the presence of cesium carbonate and potassium iodide to yield (S)-3-[4-(2-tert-butyl-5-methyl-oxazol-4-ylmethoxy)-2-ethyl-phenyl]-2-ethoxy-propionic acid methyl ester as colorless liquid. Starting materials: CC(C)([O-])C.[K+] (potassium t-butoxide), SC(C)O (mercaptoethanol), BrCCC=1C=2N(C(=NC1C1=CC=CC=C1)N)N=CN2 (8-(2-bromoethyl)-7-phenyl-1,2,4-triazolo[2,3-c]pyrimidine-5-amine). Solvent: C(C)(C)(C)O (t-butyl alcohol). Yields the product crude product, C(C)SCCC=1C=2N(C(=NC1C1=CC=CC=C1)N)N=CN2 (8-(2-ethylthioethyl)-7-phenyl-1,2,4-triazolo[2,3-c]-pyrimidine-5-amine). Isolated yield 18.3%. Reaction SMILES: CC(C)([O-])C.[K+].[SH:7][CH:8](O)[CH3:9].Br[CH2:12][CH2:13][C:14]1[C:15]2[N:16]([N:27]=[CH:28][N:29]=2)[C:17]([NH2:26])=[N:18][C:19]=1[C:20]1[CH:25]=[CH:24][CH:23]=[CH:22][CH:21]=1>C(O)(C)(C)C>[CH2:8]([S:7][CH2:12][CH2:13][C:14]1[C:15]2[N:16]([N:27]=[CH:28][N:29]=2)[C:17]([NH2:26])=[N:18][C:19]=1[C:20]1[CH:25]=[CH:24][CH:23]=[CH:22][CH:21]=1)[CH3:9] |f:0.1|. Reported procedure: To a solution of 1.08 g (9.7 mmole) of potassium t-butoxide in 30 ml of cold (circa 0°) t-butyl alcohol was added 0.8 g (12.9 mmole) of mercaptoethanol, and the mixture was allowed to warm to room temperature. The title compound of Example 19 (2.05 g, 6.4 mmole) was added and the mixture was heated at reflux for two hours. Upon cooling, the mixture was concentrated in vacuo and the residue was treated with 50 ml of water. The mixture was extracted with chloroform/dichloromethane and the organic ...